This data is from the Open Reaction Database (ORD), a public repository of structured organic reaction records. The task is: describe an organic reaction: reactants, conditions, products, and yield The reactants are CC(C)(C)[Si](C)(C)OCc1sccc1-c1ccc([N+](=O)[O-])c(N)c1, COc1ccc(C(=O)Cl)cc1, c1ccncc1. Product: COc1ccc(C(=O)Nc2cc(-c3ccsc3CO[Si](C)(C)C(C)(C)C)ccc2[N+](=O)[O-])cc1. Reaction SMILES: [C:1]([CH3:2])([CH3:3])([CH3:4])[Si:5]([O:6][CH2:7][c:8]1[s:9][cH:10][cH:11][c:12]1-[c:13]1[cH:14][cH:15][c:16]([N+:20](=[O:21])[O-:22])[c:17]([NH2:19])[cH:18]1)([CH3:23])[CH3:24].[CH3:25][O:26][c:27]1[cH:28][cH:29][c:30]([C:31](=[O:32])[Cl:33])[cH:34][cH:35]1.[cH:36]1[cH:37][cH:38][n:39][cH:40][cH:41]1>>[C:1]([CH3:2])([CH3:3])([CH3:4])[Si:5]([O:6][CH2:7][c:8]1[s:9][cH:10][cH:11][c:12]1-[c:13]1[cH:14][cH:15][c:16]([N+:20](=[O:21])[O-:22])[c:17]([NH:19][C:31]([c:30]2[cH:29][cH:28][c:27]([O:26][CH3:25])[cH:35][cH:34]2)=[O:32])[cH:18]1)([CH3:23])[CH3:24]. Starting materials: CCO, Cc1ccccc1, CCOC(=O)CC(=O)CCl, OCCCc1ccccc1. Product: O=C(CCl)CC(=O)OCCCc1ccccc1. RXN SMILES: [CH3:21][CH2:22][OH:23].[CH3:24][c:25]1[cH:26][cH:27][cH:28][cH:29][cH:30]1.[Cl:1][CH2:2][C:3]([CH2:4][C:5](=[O:6])[O:7][CH2:8][CH3:9])=[O:10].[c:11]1([CH2:17][CH2:18][CH2:19][OH:20])[cH:12][cH:13][cH:14][cH:15][cH:16]1>>[Cl:1][CH2:2][C:3]([CH2:4][C:5](=[O:6])[O:7][CH2:8][CH2:9][CH2:17][c:11]1[cH:12][cH:13][cH:14][cH:15][cH:16]1)=[O:10].